The task is: describe an organic reaction: reactants, conditions, products, and yield. This data is from the Open Reaction Database (ORD), a public repository of structured organic reaction records. Reactants: C(C)(C)(C)OC(NC1=C(C=C(C=C1)I)[N+](=O)[O-])=O ((4-Iodo-2-nitro-phenyl)-carbamic acid tert.-butyl ester), O.O.Cl[Sn]Cl (SnCl2.2H2O). The product is C(C)(C)(C)OC(NC1=C(C=C(C=C1)I)N)=O ((2-Amino-4-iodo-phenyl)-carbamic acid tert.-butyl ester). Yield: 99.8%. Reaction SMILES: [C:1]([O:5][C:6](=[O:18])[NH:7][C:8]1[CH:13]=[CH:12][C:11]([I:14])=[CH:10][C:9]=1[N+:15]([O-])=O)([CH3:4])([CH3:3])[CH3:2].O.O.Cl[Sn]Cl>>[C:1]([O:5][C:6](=[O:18])[NH:7][C:8]1[CH:13]=[CH:12][C:11]([I:14])=[CH:10][C:9]=1[NH2:15])([CH3:4])([CH3:2])[CH3:3] |f:1.2.3|. Procedure details: Prepared from (4-iodo-2-nitro-phenyl)-carbamic acid tert.-butyl ester (Example A1) (2.18 g, 6.0 mmol) by reduction with SnCl2.2H2O (6.77 g, 30 mmol) according to the general procedure G (method b). Obtained as a brown-yellow solid (2.0 g). Starting materials: C1(=CC=CC=C1)C(C1=CC=CC=C1)OC(=O)C1=C(CS([C@H]2N1C([C@H]2NC(\C(=N/OC(C2=CC=CC=C2)(C2=CC=CC=C2)C2=CC=CC=C2)\C=2N=C(SC2)NC(=O)OC(C)(C)C)=O)=O)=O)SC(SC2=NNC=N2)C(C2=CC=CC=C2)(C2=CC=CC=C2)C2=CC=CC=C2 (7β-[(Z)-2-(2-t-butoxycarbonylaminothiazol -4-yl)- 2-trityloxyiminoacetylamino]-3-(trityl-1,2,4-triazol -3-ylthiomethylthio)-3-cephem-4-carboxylic acid diphenylmethyl ester 1-oxide), O.C1(=CC=C(C=C1)S(=O)(=O)O)C (toluene-p-sulfonic acid monohydrate). Solvent: C(C)(=O)OCC (ethyl acetate), CC(=O)C (acetone). Conditions: time 4 hour. Yields the product C1(=CC=CC=C1)C(C1=CC=CC=C1)OC(=O)C1=C(CS([C@H]2N1C(C2)=O)=O)SCSC2=NNC=N2 (3-(1,2,4-triazol-3-ylthiomethylthio) -3-cephem-4-carboxylic acid diphenylmethyl ester 1-oxide). Yield: 62.8%. Reaction SMILES: [C:1]1([CH:7]([O:14][C:15]([C:17]2[N:22]3[C:23](=[O:63])[C@@H:24](NC(=O)/C(/C4N=C(NC(OC(C)(C)C)=O)SC=4)=N\OC(C4C=CC=CC=4)(C4C=CC=CC=4)C4C=CC=CC=4)[C@H:21]3[S:20](=[O:64])[CH2:19][C:18]=2[S:65][CH:66](C(C2C=CC=CC=2)(C2C=CC=CC=2)C2C=CC=CC=2)[S:67][C:68]2[N:72]=[CH:71][NH:70][N:69]=2)=[O:16])[C:8]2[CH:13]=[CH:12][CH:11]=[CH:10][CH:9]=2)[CH:6]=[CH:5][CH:4]=[CH:3][CH:2]=1.O.C1(C)C=CC(S(O)(=O)=O)=CC=1>CC(C)=O.C(OCC)(=O)C>[C:1]1([CH:7]([O:14][C:15]([C:17]2[N:22]3[C:23](=[O:63])[CH2:24][C@H:21]3[S:20](=[O:64])[CH2:19][C:18]=2[S:65][CH2:66][S:67][C:68]2[N:72]=[CH:71][NH:70][N:69]=2)=[O:16])[C:8]2[CH:9]=[CH:10][CH:11]=[CH:12][CH:13]=2)[CH:2]=[CH:3][CH:4]=[CH:5][CH:6]=1 |f:1.2|. Reported procedure: To a solution of 7β-[(Z)-2-(2-t-butoxycarbonylaminothiazol -4-yl)- 2-trityloxyiminoacetylamino]-3-(trityl-1,2,4-triazol -3-ylthiomethylthio)-3-cephem-4-carboxylic acid diphenylmethyl ester 1-oxide (11.3 g) in acetone (60 ml) under ice cooling is added toluene-p-sulfonic acid monohydrate (1.68 g : 8.83 mMol.), and the mixture is stirred at room temperature for 4 hours. The reaction mixture is diluted with ethyl acetate, washed with aqueous 5% sodium hydrogen carbonate and brine, dried over sodium... Starting materials: O=C([O-])[O-], CC(C)=O, CC(C)N=C=S, [K+], [K+], CS(=O)(=O)c1ccc(S(N)(=O)=O)c(N)c1. Yields the product CC(C)NC1=NS(=O)(=O)c2ccc(S(C)(=O)=O)cc2N1. As a reaction SMILES: [C:16](=[O:17])([O-:18])[O-:19].[CH3:28][C:29](=[O:30])[CH3:31].[CH:22]([CH3:23])([CH3:24])[N:25]=[C:26]=[S:27].[K+:20].[K+:21].[NH2:1][c:2]1[c:3]([S:12](=[O:13])(=[O:14])[NH2:15])[cH:4][cH:5][c:6]([S:8](=[O:9])(=[O:10])[CH3:11])[cH:7]1>>[NH:1]1[c:2]2[c:3]([cH:4][cH:5][c:6]([S:8](=[O:9])(=[O:10])[CH3:11])[cH:7]2)[S:12](=[O:13])(=[O:14])[N:15]=[C:26]1[NH:25][CH:22]([CH3:23])[CH3:24]. Starting materials: CCO, CC#N, CC1(C)CC(NC(=O)c2ccc(-c3cc4cc(Cl)c(Cl)cc4[nH]3)c(OCc3ccccc3)c2)CC(C)(C)N1, Cl. Yields the product CC1(C)CC(NC(=O)c2ccc(-c3cc4cc(Cl)c(Cl)cc4[nH]3)c(O)c2)CC(C)(C)N1. Reaction SMILES: [CH3:39][CH2:40][OH:41].[CH3:42][C:43]#[N:44].[Cl:1][c:2]1[cH:3][c:4]2[cH:5][c:6](-[c:12]3[c:13]([O:31][CH2:32][c:33]4[cH:34][cH:35][cH:36][cH:37][cH:38]4)[cH:14][c:15]([C:16](=[O:17])[NH:18][CH:19]4[CH2:20][C:21]([CH3:27])([CH3:28])[NH:22][C:23]([CH3:25])([CH3:26])[CH2:24]4)[cH:29][cH:30]3)[nH:7][c:8]2[cH:9][c:10]1[Cl:11].[ClH:45]>>[Cl:1][c:2]1[cH:3][c:4]2[cH:5][c:6](-[c:12]3[c:13]([OH:31])[cH:14][c:15]([C:16](=[O:17])[NH:18][CH:19]4[CH2:20][C:21]([CH3:27])([CH3:28])[NH:22][C:23]([CH3:25])([CH3:26])[CH2:24]4)[cH:29][cH:30]3)[nH:7][c:8]2[cH:9][c:10]1[Cl:11].